Dataset: the Open Reaction Database (ORD), a public repository of structured organic reaction records. Task: describe an organic reaction: reactants, conditions, products, and yield Starting materials: ClC1=C(C(=O)O)C=C(C(=N1)Cl)F (2,6-Dichloro-5-fluoronicotinic acid), S(=O)(Cl)Cl (thionyl chloride). Run at temperature 85 celsius, time 2.5 hour. The product is ClC1=C(CCl)C=C(C(=N1)Cl)F (2,6-dichloro-5-fluoronicotinyl chloride). Reaction SMILES: [Cl:1][C:2]1[N:10]=[C:9]([Cl:11])[C:8]([F:12])=[CH:7][C:3]=1[C:4](O)=O.S(Cl)([Cl:15])=O>>[Cl:1][C:2]1[N:10]=[C:9]([Cl:11])[C:8]([F:12])=[CH:7][C:3]=1[CH2:4][Cl:15]. Procedure: 2,6-Dichloro-5-fluoronicotinic acid (2) (14 g) was dissolved in thionyl chloride (70 mL). The mixture was heated at 85° C. with stirring for 2.5 h and the thionyl chloride was removed under reduced pressure, yielding a yellowish oil, 2,6-dichloro-5-fluoronicotinyl chloride (3). Monoethyl malonate (27 g) and 6 mg of biquinoline was dissolved in 560 mL of dry THF and cooled to −30° C. A solution of 2.5 M of n-butyllithium in hexane was added until a pink color remained at −5° C. (160 mL). The susp... Reported procedure: 23.0 Grams of 2,3-dihydro-2,4,6-trimethyl-7-methoxy-2-benzyl-1H-inden-1-one and 25.8 g of sodium iodide were dissolved in 90 ml of acetonitrile. To this solution was added 22.9 g of aluminium chloride at room temperature and stirred for 1 hour. Then the solvent was removed by evaporation under a reduced pressure, and the residue thus obtained was extracted with ethyl acetate. The extract was washed with an aqueous solution saturated with sodium chloride, an aqueous solution of sodium thiosulfate... The product is 19.7, CC1(C(C2=C(C(=CC(=C2C1)C)C)O)=O)CC1=CC=CC=C1 (2,3-dihydro-2,4,6-trimethyl-7-hydroxy-2-benzyl-1H-indene-1-one). Solvent: C(C)#N (acetonitrile). Reactants: CC1(C(C2=C(C(=CC(=C2C1)C)C)OC)=O)CC1=CC=CC=C1 (2,3-dihydro-2,4,6-trimethyl-7-methoxy-2-benzyl-1H-inden-1-one), [I-].[Na+] (sodium iodide), [Cl-].[Al+3].[Cl-].[Cl-] (aluminium chloride). Reaction conditions: time 1 hour. RXN SMILES: [CH3:1][C:2]1([CH2:16][C:17]2[CH:22]=[CH:21][CH:20]=[CH:19][CH:18]=2)[CH2:10][C:9]2[C:4](=[C:5]([O:13]C)[C:6]([CH3:12])=[CH:7][C:8]=2[CH3:11])[C:3]1=[O:15].[I-].[Na+].[Cl-].[Al+3].[Cl-].[Cl-]>C(#N)C>[CH3:1][C:2]1([CH2:16][C:17]2[CH:22]=[CH:21][CH:20]=[CH:19][CH:18]=2)[CH2:10][C:9]2[C:4](=[C:5]([OH:13])[C:6]([CH3:12])=[CH:7][C:8]=2[CH3:11])[C:3]1=[O:15] |f:1.2,3.4.5.6|.